From a dataset of the Open Reaction Database (ORD), a public repository of structured organic reaction records. describe an organic reaction: reactants, conditions, products, and yield Reactants: Br (hydrogen bromide), C1(=CC=CC=C1)P(C1=CC=CC=C1)C1=CC=CC=C1 (triphenyl phosphine), C(C=C)O (allyl alcohol), C(C=C)(=O)OC (methyl acrylate). The reagents and catalysts are C(C)(=O)[O-].[Pd+2].C(C)(=O)[O-] (palladium acetate). Conditions: temperature 120 celsius. Yields the product C(\C=C\C=C\C)(=O)OC (Methyl sorbate). As a reaction SMILES: Br.[C:2]1(P(C2C=CC=CC=2)C2C=CC=CC=2)[CH:7]=CC=C[CH:3]=1.C(O)C=C.[C:25]([O:29][CH3:30])(=[O:28])[CH:26]=[CH2:27]>C([O-])(=O)C.[Pd+2].C([O-])(=O)C>[C:25]([O:29][CH3:30])(=[O:28])/[CH:26]=[CH:27]/[CH:3]=[CH:2]/[CH3:7] |f:4.5.6|. Procedure details: A quantity of 1.1 grams palladium acetate, 0.61 cc-47° by weight hydrogen bromide, 5.25 grams triphenyl phosphine, 45 cc allyl alcohol, and 60 cc methyl acrylate is introduced into a reaction chamber and heated to 120°C for a period of 15 hours. Methyl sorbate is produced to the extent of 15% by weight of the final reaction solution.